From a dataset of the Open Reaction Database (ORD), a public repository of structured organic reaction records. describe an organic reaction: reactants, conditions, products, and yield Starting materials: C#CCO, CC(C)OC(=O)c1cc(-n2c(Cl)nc(C(F)(F)F)cc2=O)c(F)cc1Cl, c1ccncc1. Product: C#CCOc1nc(C(F)(F)F)cc(=O)n1-c1cc(C(=O)OC(C)C)c(Cl)cc1F. As a reaction SMILES: [CH2:27]([C:28]#[CH:29])[OH:30].[Cl:1][c:2]1[c:3]([C:4](=[O:5])[O:6][CH:7]([CH3:8])[CH3:9])[cH:10][c:11](-[n:15]2[c:16]([Cl:26])[n:17][c:18]([C:22]([F:23])([F:24])[F:25])[cH:19][c:20]2=[O:21])[c:12]([F:14])[cH:13]1.[cH:31]1[cH:32][cH:33][n:34][cH:35][cH:36]1>>[Cl:1][c:2]1[c:3]([C:4](=[O:5])[O:6][CH:7]([CH3:8])[CH3:9])[cH:10][c:11](-[n:15]2[c:16]([O:30][CH2:27][C:28]#[CH:29])[n:17][c:18]([C:22]([F:23])([F:24])[F:25])[cH:19][c:20]2=[O:21])[c:12]([F:14])[cH:13]1. Starting materials: CCOC(=O)C(Cc1ccccc1)C(=O)OCC, CCOC(=O)C(CCBr)Cc1ccccc1, CCOC(=O)C(C)CCBr. The product is O=C(O)C(CCBr)Cc1ccccc1. Reaction SMILES: [CH2:17]([O:18][C:19](=[O:20])[CH:21]([CH2:22][c:23]1[cH:24][cH:25][cH:26][cH:27][cH:28]1)[C:29]([O:30][CH2:31][CH3:32])=[O:33])[CH3:34].[CH2:1]([CH3:2])[O:3][C:4]([CH:5]([CH2:6][CH2:7][Br:8])[CH2:9][c:10]1[cH:11][cH:12][cH:13][cH:14][cH:15]1)=[O:16].[CH2:35]([O:36][C:37](=[O:38])[CH:39]([CH3:40])[CH2:41][CH2:42][Br:43])[CH3:44]>>[O:3]=[C:4]([CH:5]([CH2:6][CH2:7][Br:8])[CH2:9][c:10]1[cH:11][cH:12][cH:13][cH:14][cH:15]1)[OH:16]. The reactants are CCOC(=O)c1cc(C)nc(CC)c1, CO, N. Product: CCc1cc(C(N)=O)cc(C)n1. Reaction SMILES: [CH2:1]([O:3][C:4](=[O:2])[c:5]1[cH:6][c:7]([CH2:12][CH3:13])[n:8][c:9]([CH3:11])[cH:10]1)[CH3:14].[CH3:16][OH:17].[NH3:15]>>[O:3]=[C:4]([c:5]1[cH:6][c:7]([CH2:12][CH3:13])[n:8][c:9]([CH3:11])[cH:10]1)[NH2:15]. Run in C(C)O (ethanol). The reactants are N1=CN=C(C2=C1NC=C2)N2C[C@@H](CC2)N(C2=NC(=C(C=C2)[N+](=O)[O-])N)C ((R)—N2-(1-(7H-pyrrolo[2,3-d]pyrimidin-4-yl)pyrrolidin-3-yl)-N2-methyl-5-nitropyridine-2,6-diamine). Reaction SMILES: [N:1]1[C:6]2[NH:7][CH:8]=[CH:9][C:5]=2[C:4]([N:10]2[CH2:14][CH2:13][C@@H:12]([N:15]([CH3:26])[C:16]3[CH:21]=[CH:20][C:19]([N+:22]([O-])=O)=[C:18]([NH2:25])[N:17]=3)[CH2:11]2)=[N:3][CH:2]=1>C(O)C>[N:1]1[C:6]2[NH:7][CH:8]=[CH:9][C:5]=2[C:4]([N:10]2[CH2:14][CH2:13][C@@H:12]([N:15]([CH3:26])[C:16]3[CH:21]=[CH:20][C:19]([NH2:22])=[C:18]([NH2:25])[N:17]=3)[CH2:11]2)=[N:3][CH:2]=1. Product: N1=CN=C(C2=C1NC=C2)N2C[C@@H](CC2)N(C2=NC(=C(C=C2)N)N)C ((R)—N2-(1-(7H-pyrrolo[2,3-d]pyrimidin-4-yl)pyrrolidin-3-yl)-N2-methylpyridine-2,5,6-triamine). Reported procedure: A solution of (R)—N2-(1-(7H-pyrrolo[2,3-d]pyrimidin-4-yl)pyrrolidin-3-yl)-N2-methyl-5-nitropyridine-2,6-diamine (320 mg, 0.90 mmol) in ethanol (35 mL) was degassed and purged with N2. Pd/C (10%, 100 mg) was added, degassed and purged with H2 and then stirred under hydrogen atmosphere at ambient temperature for 20 hours. The catalyst was removed by filtration and the filtrate was concentrated to give the title product. MS (m/z): 325 (M+H)+. Run at time 20 hour. Starting materials: CC(C)(C)OC([C@@H](N(CCO)CC(=O)OC(C)(C)C)CC1=CNC2=CC=CC=C12)=O (N-[2-(1,1-dimethylethoxy)-2-oxoethyl]-N-(2-hydroxyethyl)-L-tryptophan 1,1-dimethyl-ethyl ester), C1=CC=C(C=C1)P(C2=CC=CC=C2)C3=CC=CC=C3 (Ph3P), C1CC(=O)N(C1=O)Br (NBS). The solvent is C(Cl)Cl (CH2Cl2). Reaction conditions: temperature 0 celsius. Yields the product CC(C)(C)OC([C@@H](N(CC(=O)OC(C)(C)C)CCBr)CC1=CNC2=CC=CC=C12)=O (N-(2-Bromoethyl)-N-[2-(1,1-dimethylethoxy)-2oxoethyl]-L-tryptophan 1,1-dimethylethyl ester). RXN SMILES: [CH3:1][C:2]([O:5][C:6](=[O:30])[C@H:7]([CH2:20][C:21]1[C:29]2[C:24](=[CH:25][CH:26]=[CH:27][CH:28]=2)[NH:23][CH:22]=1)[N:8]([CH2:12][C:13]([O:15][C:16]([CH3:19])([CH3:18])[CH3:17])=[O:14])[CH2:9][CH2:10]O)([CH3:4])[CH3:3].C1C=CC(P(C2C=CC=CC=2)C2C=CC=CC=2)=CC=1.C1C(=O)N([Br:57])C(=O)C1>C(Cl)Cl>[CH3:1][C:2]([O:5][C:6](=[O:30])[C@H:7]([CH2:20][C:21]1[C:29]2[C:24](=[CH:25][CH:26]=[CH:27][CH:28]=2)[NH:23][CH:22]=1)[N:8]([CH2:9][CH2:10][Br:57])[CH2:12][C:13]([O:15][C:16]([CH3:19])([CH3:18])[CH3:17])=[O:14])([CH3:4])[CH3:3]. Procedure: To a solution of N-[2-(1,1-dimethylethoxy)-2-oxoethyl]-N-(2-hydroxyethyl)-L-tryptophan 1,1-dimethyl-ethyl ester (4.64 g; 11.09 mmol) in CH2Cl2 (44 mL; freshly distilled over CaH2) under an inert atmosphere, solid Ph3P (2.9 g; 11.09 mmol) was added. The solution was cooled to 0° C. and then solid NBS (1.97 g; 11.09 mmol) was portionwise added (45 min), waiting for complete dissolution after each addition. The reaction was monitored by TLC: Reactants: COC(CC(CCCC[C@H]1C(C[C@H]([C@@H]1\C=C\[C@H](C(CCCC)(C)C)OC1OCCCC1)OC1OCCCC1)=O)=O)=O ((13E)-(11α,15R)-3,9-Dioxo-11,15-bis-(tetrahydropyran-2-yloxy)-16,16-dimethylprost-13-enoic acid methyl ester), C(C)(=O)O (acetic acid). Reagents/catalysts: O1CCCC1 (tetrahydrofuran). The solvent is C(C)(=O)OCC (ethyl acetate). Reaction conditions: temperature 80 celsius, time 5 minute. Product: COC(CC(CCCC[C@H]1C(C[C@H]([C@@H]1\C=C\[C@H](C(CCCC)(C)C)O)O)=O)=O)=O ((13E)-(11α,15R)-3,9-Dioxo-11,15-dihydroxy-16,16-dimethylprost-13-enoic acid methyl ester). The yield is 42.3%. Reaction SMILES: [CH3:1][O:2][C:3](=[O:41])[CH2:4][C:5](=[O:40])[CH2:6][CH2:7][CH2:8][CH2:9][C@@H:10]1[C@@H:14](/[CH:15]=[CH:16]/[C@@H:17]([O:25]C2CCCCO2)[C:18]([CH3:24])([CH3:23])[CH2:19][CH2:20][CH2:21][CH3:22])[C@H:13]([O:32]C2CCCCO2)[CH2:12][C:11]1=[O:39].C(O)(=O)C>O1CCCC1.C(OCC)(=O)C>[CH3:1][O:2][C:3](=[O:41])[CH2:4][C:5](=[O:40])[CH2:6][CH2:7][CH2:8][CH2:9][C@@H:10]1[C@@H:14](/[CH:15]=[CH:16]/[C@@H:17]([OH:25])[C:18]([CH3:23])([CH3:24])[CH2:19][CH2:20][CH2:21][CH3:22])[C@H:13]([OH:32])[CH2:12][C:11]1=[O:39]. Reported procedure: A mixture of 42 mg of the tetrahydropyran-2-yloxy compound (prepared as described in Example 2), 0.4 ml of 65% v/v aqueous acetic acid, and 4 drops of tetrahydrofuran was stirred for 5 minutes at 80° C. The reaction solution was diluted with ethyl acetate, washed successively with water and a saturated aqueous solution of sodium chloride, dried over anhydrous magnesium sulphate, and concentrated under reduced pressure. The residue obtained was purified by column chromatography on silica gel usin... The solvent is C(Cl)(Cl)Cl (chloroform), C(Cl)(Cl)Cl (CHCl3). Procedure details: From (+)-(7-[1,4]dioxan-2-yl-4-methoxy-benzothiazol-2-yl)-carbamic acid phenyl ester with (1S,4S)-2-oxa-5-aza-bicyclo[2.2.1]heptane trifluoroacetate and pyridine in chloroform. [α]D20=−11.9° (c=0.51, CHCl3), ES-MS m/e (%): 392 (M+H+, 100). As a reaction SMILES: C1(O[C:8](=[O:27])[NH:9][C:10]2[S:11][C:12]3[C:18]([CH:19]4[CH2:24][O:23][CH2:22][CH2:21][O:20]4)=[CH:17][CH:16]=[C:15]([O:25][CH3:26])[C:13]=3[N:14]=2)C=CC=CC=1.FC(F)(F)C(O)=O.[C@H:35]12[CH2:41][C@H:38]([NH:39][CH2:40]1)[CH2:37][O:36]2.N1C=CC=CC=1>C(Cl)(Cl)Cl>[O:20]1[CH2:21][CH2:22][O:23][CH2:24][CH:19]1[C:18]1[C:12]2[S:11][C:10]([NH:9][C:8]([N:39]3[CH2:40][C@@H:35]4[CH2:41][C@H:38]3[CH2:37][O:36]4)=[O:27])=[N:14][C:13]=2[C:15]([O:25][CH3:26])=[CH:16][CH:17]=1 |f:1.2|. Yields the product O1C(COCC1)C1=CC=C(C=2N=C(SC21)NC(=O)N2[C@@H]1CO[C@H](C2)C1)OC ((−)-(1S,4S)-2-Oxa-5-aza-bicyclo[2.2.1]heptane-5-carboxylic acid (7-[1,4]dioxan-2-yl-4-methoxy-benzothiazol-2-yl)-amide). Starting materials: C1(=CC=CC=C1)OC(NC=1SC2=C(N1)C(=CC=C2C2OCCOC2)OC)=O ((+)-(7-[1,4]dioxan-2-yl-4-methoxy-benzothiazol-2-yl)-carbamic acid phenyl ester), FC(C(=O)O)(F)F.[C@@H]12OC[C@@H](NC1)C2 ((1S,4S)-2-oxa-5-aza-bicyclo[2.2.1]heptane trifluoroacetate), N1=CC=CC=C1 (pyridine).